This data is from the Open Reaction Database (ORD), a public repository of structured organic reaction records. The task is: describe an organic reaction: reactants, conditions, products, and yield The reactants are FF (fluorine), N12CC[N+](CC1)(CC2)[O-] (1,4-diazabicyclo[2.2.2]octane N-oxide), B(F)(F)F (boron trifluoride), F[B-](F)(F)F.[H+] (tetrafluoroboric acid). The solvent is C(C)#N (acetonitrile). Product: F[B-](F)(F)F.F[B-](F)(F)F.O[N+]12CC[N+](CC1)(CC2)F (1-hydroxyl-4-fluoro-1,4-diazoniabicyclo[2.2.2]octane bis(tetrafluoroborate)). Yield: 130.5%. RXN SMILES: [N:1]12[CH2:8][CH2:7][N+:4]([O-:9])([CH2:5][CH2:6]1)[CH2:3][CH2:2]2.B(F)(F)[F:11].[F:14][B-:15]([F:18])([F:17])[F:16].[H+].FF>C(#N)C>[F:14][B-:15]([F:18])([F:17])[F:16].[F:14][B-:15]([F:18])([F:17])[F:16].[OH:9][N+:4]12[CH2:7][CH2:8][N+:1]([F:11])([CH2:6][CH2:5]1)[CH2:2][CH2:3]2 |f:2.3,6.7.8|. Reported procedure: A solution of 1,4-diazabicyclo[2.2.2]octane N-oxide (12.8 g, 0.1 mole), boron trifluoride gas (6.8 g 0.1 mole), and tetrafluoroboric acid (50% solution, 12 g, 0.1 mole) in acetonitrile (200 mL) was cooled to 8° C. and treated with a mixture of fluorine in nitrogen (10% V/V, 0.15 mole). The reaction was evaporated, the remaining solid washed with acetone and dried to afford 21 grams of 1-hydroxyl-4-fluoro-1,4-diazoniabicyclo[2.2.2]octane bis(tetrafluoroborate) (65% yield). Starting materials: COC(C1=C(C(=CC(=C1)Cl)C#CC)N)=O (2-amino-5-chloro-3-prop-1-ynylbenzoic acid methyl ester), C#CCC (1-butyne), COC(C1=C(C(=CC(=C1)Cl)I)N)=O (2-amino-5-chloro-3-iodo-benzoic acid methyl ester). The reagents and catalysts are [Cu]I (copper (I) iodide), [Pd](Cl)Cl.C1(=CC=CC=C1)P(C1=CC=CC=C1)C1=CC=CC=C1.C1(=CC=CC=C1)P(C1=CC=CC=C1)C1=CC=CC=C1 (bis(triphenyl-phosphine) palladium (II) chloride). Run in C(C)N(CC)CC (triethylamine). The product is COC(C1=C(C(=CC(=C1)Cl)C#CCC)N)=O (2-amino-3-but-1-ynyl-5-chlorobenzoic acid methyl ester). Yield: 37.0%. RXN SMILES: [CH3:1][O:2][C:3](=[O:15])[C:4]1[CH:9]=[C:8]([Cl:10])[CH:7]=[C:6]([C:11]#[C:12][CH3:13])[C:5]=1[NH2:14].[CH:16]#CCC.COC(=O)C1C=C(Cl)C=C(I)C=1N>C(N(CC)CC)C.[Cu]I.[Pd](Cl)Cl.C1(P(C2C=CC=CC=2)C2C=CC=CC=2)C=CC=CC=1.C1(P(C2C=CC=CC=2)C2C=CC=CC=2)C=CC=CC=1>[CH3:1][O:2][C:3](=[O:15])[C:4]1[CH:9]=[C:8]([Cl:10])[CH:7]=[C:6]([C:11]#[C:12][CH2:13][CH3:16])[C:5]=1[NH2:14] |f:5.6.7|. Reported procedure: The title compound was synthesized in analogy to 2-amino-5-chloro-3-prop-1-ynylbenzoic acid methyl ester (described in example S85) using 1-butyne (excess ca 3 ml), 2-amino-5-chloro-3-iodo-benzoic acid methyl ester (prepared as described in example S85) (430 mg, 1.38 mmol), copper (I) iodide (19 mg, 0.10 mmol) and bis(triphenyl-phosphine) palladium (II) chloride (71 mg, 0.10 mmol) in triethylamine (10 ml). The final compound was purified by flash column chromatography (9:1 cyclohexane:EtOAc) to ...